Dataset: the Open Reaction Database (ORD), a public repository of structured organic reaction records. Task: describe an organic reaction: reactants, conditions, products, and yield RXN SMILES: CN(C)/[CH:3]=[CH:4]/[C:5]1[CH:14]=[CH:13][C:8]([C:9]([O:11][CH3:12])=[O:10])=[CH:7][C:6]=1[N+:15]([O-])=O>O1CCCC1.[Pd]>[NH:15]1[C:6]2[C:5](=[CH:14][CH:13]=[C:8]([C:9]([O:11][CH3:12])=[O:10])[CH:7]=2)[CH:4]=[CH:3]1. The reagents and catalysts are [Pd] (palladium on carbon). Procedure: A solution of methyl E-4-(2-dimethylaminovinyl)-3-nitrobenzoate (5.58 g) in tetrahydrofuran (100 ml) was hydrogenated at 3.45 bar in the presence of 10% (w/w) palladium on carbon (1.1 g) for 35 min. The catalyst was removed by filtration through diatomaceous earth and the filtrate was evaporated. The residue was dissolved in ethyl acetate and the solution obtained was washed successively with 10% (v/v) hydrochloric acid, water, and brine; then dried (MgSO4) and evaporated to give methyl indole-6... The solvent is O1CCCC1 (tetrahydrofuran). Starting materials: CN(/C=C/C1=C(C=C(C(=O)OC)C=C1)[N+](=O)[O-])C (methyl E-4-(2-dimethylaminovinyl)-3-nitrobenzoate). Isolated yield 85.0%. The product is N1C=CC2=CC=C(C=C12)C(=O)OC (methyl indole-6-carboxylate). The reactants are C(C)OC(CNC1=C(C(=CC=C1)Br)[N+](=O)[O-])=O ((3-Bromo-2-nitro-phenylamino)-acetic acid ethyl ester), CCO (EtOH). Reagents/catalysts: [Ni] (Ra—Ni). Solvent: C1CCOC1 (THF). The product is BrC=1C=CC=C2NCC(NC12)=O (8-Bromo-3,4-dihydro-1H-quinoxalin-2-one). RXN SMILES: C([O:3][C:4](=O)[CH2:5][NH:6][C:7]1[CH:12]=[CH:11][CH:10]=[C:9]([Br:13])[C:8]=1[N+:14]([O-])=O)C.CCO>C1COCC1.[Ni]>[Br:13][C:9]1[CH:10]=[CH:11][CH:12]=[C:7]2[C:8]=1[NH:14][C:4](=[O:3])[CH2:5][NH:6]2. Procedure: 10.33 g (ca. 25.9 mmol) (3-Bromo-2-nitro-phenylamino)-acetic acid ethyl ester is hydrogenated in the presence of 2.84 g Ra—Ni (B113W EtOH, Degussa) in 340 ml of THF:EtOH=1:1 for 20 h. The reaction mixture is filtered on hyflo and the filtrate is concentrated in vacuo. A mixture of the title compound with uncyclized (2-Amino-3-bromo-phenylamino)-acetic acid ethyl ester is obtained and used as obtained in the next synthetic step. Run at temperature -5 celsius, time 10 minute. Reactants: C1=C(C=CC2=CC=CC=C12)O (2-naphthol), C([O-])([O-])=O.[K+].[K+] (potassium carbonate), BrCCBr (1,2-dibromoethane). Product: BrCCOC1=CC2=CC=CC=C2C=C1 (1-bromo-2-(2-naphthyloxy)-ethane). Procedure details: A mixture of 144 g (1 mole) of 2-naphthol, 600 ml of diethyl ketone, 275 g (2 moles) of potassium carbonate and 850 g (4.5 moles) of 1,2-dibromoethane is refluxed for 48 hours. Diethyl ketone and excess dibromoethane are then distilled off under reduced pressure and the residue is taken up in 500 ml of methylene chloride and 200 ml of 10% strength sodium hydroxide solution. After the aqueous phase has been separated off, the organic layer is washed with 100 ml of water, dried over sodium sulfate... Solvent: C(C)C(=O)CC (diethyl ketone). RXN SMILES: [CH:1]1[C:10]2[C:5](=[CH:6][CH:7]=[CH:8][CH:9]=2)[CH:4]=[CH:3][C:2]=1[OH:11].C(=O)([O-])[O-].[K+].[K+].[Br:18][CH2:19][CH2:20]Br>C(C(CC)=O)C>[Br:18][CH2:19][CH2:20][O:11][C:2]1[CH:3]=[CH:4][C:5]2[C:10](=[CH:9][CH:8]=[CH:7][CH:6]=2)[CH:1]=1 |f:1.2.3|. Yield: 77.7%. Reactants: C(C)(C)(C)C1=C(C=C(C(=C1)OC(C(C)(C)C)=O)C(C)(C)C)OCC(=C)C (2,5-di-t-butyl-4-trimethylacetoxy-1-(2-methyl-2-propenyloxy)benzene). Run in CN(C1=CC=CC=C1)C (dimethylaniline). Product: C(C)(C)(C)C1=C(C=C(C2=C1CC(O2)(C)C)C(C)(C)C)OC(C(C)(C)C)=O (4,7-di-t-butyl-2,2-dimethyl-5-trimethylacetoxy-2,3-dihydrobenzofuran). The yield is 179.2%. As a reaction SMILES: [C:1]([C:5]1[CH:10]=[C:9]([O:11][C:12](=[O:17])[C:13]([CH3:16])([CH3:15])[CH3:14])[C:8]([C:18]([CH3:21])([CH3:20])[CH3:19])=[CH:7][C:6]=1[O:22]CC(C)=C)([CH3:4])([CH3:3])[CH3:2]>CN(C)C1C=CC=CC=1>[C:18]([C:8]1[C:7]2[CH2:2][C:1]([CH3:4])([CH3:3])[O:22][C:6]=2[C:5]([C:1]([CH3:2])([CH3:3])[CH3:4])=[CH:10][C:9]=1[O:11][C:12](=[O:17])[C:13]([CH3:15])([CH3:16])[CH3:14])([CH3:21])([CH3:19])[CH3:20]. Procedure details: Under a nitrogen stream, a solution of 0.48 g of 2,5-di-t-butyl-4-trimethylacetoxy-1-(2-methyl-2-propenyloxy)benzene in 5 ml of dimethylaniline was refluxed overnight. The solution was allowed to attain room temperature and concentrated under reduced pressure, then extracted with ethyl acetate and 5% hydrochloric acid. The organic layers were washed with saturated brine, dried over anhydrous magnesium sulfate, and then concentrated. The concentrate was purified by silica gel column chromatograph... Reactants: π-allylpalladium chloride dimer, C1CC[C@H]([C@@H](C1)N)N ((R,R)-DACH), C(=O)([O-])[O-].[Na+].[Na+] (Na2CO3), C1(C=2C(C(N1)=O)=CC=CC2)=O (phthalimide). Run in C(Cl)Cl (CH2Cl2). Conditions: time 10 minute. Yields the product C1N(CC2=CC=CC=C12)[C@H](CO)C=C ((S)-2-(Isoindolin-2-yl) but-3-en-1-ol). RXN SMILES: [CH2:1]1[CH2:6][C@@H](N)[C@H](N)C[CH2:2]1.[C:9]([O-:12])([O-])=O.[Na+].[Na+].[C:15]1(=O)[NH:19][C:18](=O)[C:17]2=[CH:21][CH:22]=[CH:23][CH:24]=[C:16]12>C(Cl)Cl>[CH2:18]1[C:17]2[C:16](=[CH:24][CH:23]=[CH:22][CH:21]=2)[CH2:15][N:19]1[C@@H:6]([CH:1]=[CH2:2])[CH2:9][OH:12] |f:1.2.3|. Procedure: A mixture of π-allylpalladium chloride dimer 0.4 mol % (20 mg, 53 μmol), 1.2 mol % (R,R)-DACH ligand (125 mg, 158 μmol, Na2CO3 (70 mg, 0.66 mmol) and phthalimide (1.94 g, 13.2 mmol) in 100 mL of dry CH2Cl2 was purged with nitrogen for 1 h. The resulting mixture was stirred for 10 min at room temperature to which butadiene monoepoxide (FIG. 2, No. 2) (920 mg, 13.2 mmol) was added. The resulting mixture was stirred at room temperature under nitrogen for 14 h, concentrated in vacuo and purified by ... Reactants: C1(CC1)C(=O)Cl (cyclopropanecarbonyl chloride), 285, C(C)(=O)NC1=CC(=CC=C1)I (N-acetyl-3-iodo-aniline), 91, O (water). The reagents and catalysts are CN(C1=CC=NC=C1)C (4-dimethylamino-pyridine), Cl (hydrochloric acid). The solvent is C(Cl)Cl (methylene chloride), C(Cl)Cl (methylene chloride). Conditions: time 8 hour. Yields the product C(C)(=O)N(C(=O)C1CC1)C1=CC(=CC=C1)I (cyclopropanecarboxylic acid acetyl-(3-iodo-phenyl)-amide). The yield is 92.0%. As a reaction SMILES: [C:1]([NH:4][C:5]1[CH:10]=[CH:9][CH:8]=[C:7]([I:11])[CH:6]=1)(=[O:3])[CH3:2].[CH:12]1([C:15](Cl)=[O:16])[CH2:14][CH2:13]1.O>C(Cl)Cl.CN(C)C1C=CN=CC=1.Cl>[C:1]([N:4]([C:5]1[CH:10]=[CH:9][CH:8]=[C:7]([I:11])[CH:6]=1)[C:15]([CH:12]1[CH2:14][CH2:13]1)=[O:16])(=[O:3])[CH3:2]. Reported procedure: In analogy to Example 13ap), from N-benzyl-5-bromo-isatin (G.Tacconi et al., J. Prakt. Chem. 315, 339 (1973)) there is obtained the corresponding N-benzyl-5-bromo-isatin oxime as a yellow solid. Yield: 94%. Mass spectrum: peaks inter alia at 330 (M+, 17%); 285 (14%), 91 (100%). 13ar) 1.36 g of N-acetyl-3-iodo-aniline are dissolved in 25 ml of methylene chloride and treated with 61 mg of 4-dimethylamino-pyridine. A solution of 5.25 ml of cyclopropanecarbonyl chloride in 7 ml of methylene chloride... Starting materials: COC(=O)C=1C=C2[C@]3(C(NC2=CC1)=O)[C@@H](C3)C3=CC=C(C=C3)F ((1R,2S)-methyl-2-(4-fluorophenyl)-2′-oxospiro [cyclopropane-1,3′-indoline]-5′-carboxylate), O (water), [OH-].[Li+] (lithium hydroxide). The solvent is CO (methanol). Reaction conditions: time 14 hour. The product is FC1=CC=C(C=C1)[C@H]1C[C@]12C(NC1=CC=C(C=C21)C(=O)O)=O ((1S,2R)-2-(4-fluorophenyl)-2′-oxospiro[cyclopropane-1,3′-indoline]-5′-carboxylic acid). The yield is 39.3%. RXN SMILES: C[O:2][C:3]([C:5]1[CH:6]=[C:7]2[C:11](=[CH:12][CH:13]=1)[NH:10][C:9](=[O:14])[C@:8]12[CH2:16][C@H:15]1[C:17]1[CH:22]=[CH:21][C:20]([F:23])=[CH:19][CH:18]=1)=[O:4].O.[OH-].[Li+]>CO>[F:23][C:20]1[CH:19]=[CH:18][C:17]([C@@H:15]2[C@:8]3([C:7]4[C:11](=[CH:12][CH:13]=[C:5]([C:3]([OH:4])=[O:2])[CH:6]=4)[NH:10][C:9]3=[O:14])[CH2:16]2)=[CH:22][CH:21]=1 |f:2.3|. Procedure: To a solution of (1S,2R) and (1R,2S)-methyl-2-(4-fluorophenyl)-2′-oxospiro [cyclopropane-1,3′-indoline]-5′-carboxylate (80 mg) in methanol (1 mL); water (0.1 mL) was added lithium hydroxide (10 mg) at room temperature. The mixture was stirred for 14 hours at room temperature. HPLC monitored the reaction finished. The solvent was removed under reduced pressure. The residue was dissolved in 2 mL of DMF. Purification by preparative HPLC gave the title compound as white solid (30 mg). LC/MS m/e calc...